Dataset: the Open Reaction Database (ORD), a public repository of structured organic reaction records. Task: describe an organic reaction: reactants, conditions, products, and yield Starting materials: FC1=CC=C(C=C1)NC(=O)C1(CC1)C(=O)NC1=CC(=C(C=C1)OC1=CC=NC2=CC(=C(C=C12)OC)OCC1=CC=CC=C1)F (cyclopropane-1,1-dicarboxylic acid [4-(7-benzyloxy-6-methoxy-quinolin-4-yloxy)-3-fluoro-phenyl]-amide (4-fluoro-phenyl)-amide), C1=CCC=CC1 (1,4-cyclohexadiene). The reagents and catalysts are [Pd] (Pd/C). The solvent is CCO (EtOH). Run at time 2 hour. Yields the product FC1=CC=C(C=C1)NC(=O)C1(CC1)C(=O)NC1=CC(=C(C=C1)OC1=CC=NC2=CC(=C(C=C12)OC)O)F (Cyclopropane-1,1-dicarboxylic acid [3-fluoro-4-(7-hydroxy-6-methoxy-quinolin-4-yloxy)-phenyl]-amide(4-fluoro-phenyl)-amide). Yield: 89.0%. As a reaction SMILES: [F:1][C:2]1[CH:7]=[CH:6][C:5]([NH:8][C:9]([C:11]2([C:14]([NH:16][C:17]3[CH:22]=[CH:21][C:20]([O:23][C:24]4[C:33]5[C:28](=[CH:29][C:30]([O:36]CC6C=CC=CC=6)=[C:31]([O:34][CH3:35])[CH:32]=5)[N:27]=[CH:26][CH:25]=4)=[C:19]([F:44])[CH:18]=3)=[O:15])[CH2:13][CH2:12]2)=[O:10])=[CH:4][CH:3]=1.C1CC=CCC=1>CCO.[Pd]>[F:1][C:2]1[CH:7]=[CH:6][C:5]([NH:8][C:9]([C:11]2([C:14]([NH:16][C:17]3[CH:22]=[CH:21][C:20]([O:23][C:24]4[C:33]5[C:28](=[CH:29][C:30]([OH:36])=[C:31]([O:34][CH3:35])[CH:32]=5)[N:27]=[CH:26][CH:25]=4)=[C:19]([F:44])[CH:18]=3)=[O:15])[CH2:12][CH2:13]2)=[O:10])=[CH:4][CH:3]=1. Procedure details: To a solution of cyclopropane-1,1-dicarboxylic acid [4-(7-benzyloxy-6-methoxy-quinolin-4-yloxy)-3-fluoro-phenyl]-amide (4-fluoro-phenyl)-amide (1.18 g, 2.0 mmol) in EtOH (20 mL) was added 1,4-cyclohexadiene (2.0 mL, 20 mmol) and 10% Pd/C (300 mg). The reaction mixture was then heated to reflux and the stirring was continued for 2 h. It was cooled to room temperature, filtered through celite and washed with MeOH. The MeOH solution was then concentrated under reduced pressure. The residue was take... The reactants are FC1=NC=CC(=C1)N1C(N(C(C1)C(=O)O)C)=O (1-(2-fluoro-4-pyridinyl)-3-methyl-2-oxo-4-imidazolidinecarboxylic acid), C(C)N1CCOCC1 (N-ethyl morpholine), O.ON1N=NC2=C1C=CC=C2 (1-hydroxybenzotriazole hydrate), Cl.C(C)N=C=NCCCN(C)C (1-ethyl-3-(3-dimethylaminopropyl)carbodiimide hydrochloride), ClC1=C(C=CC(=C1)Cl)CN ([(2,4-Dichlorophenyl)methyl]amine). Solvent: ClCCl (dichloromethane), ClCCl (dichloromethane). Run at time 10 minute. Yields the product ClC1=C(C=CC(=C1)Cl)CNC(=O)C1N(C(N(C1)C1=CC(=NC=C1)F)=O)C (N-[(2,4-dichlorophenyl)methyl]-1-(2-fluoro-4-pyridinyl)-3-methyl-2-oxo-4-imidazolidinecarboxamide). The yield is 30.9%. RXN SMILES: [F:1][C:2]1[CH:7]=[C:6]([N:8]2[CH2:12][CH:11]([C:13]([OH:15])=O)[N:10]([CH3:16])[C:9]2=[O:17])[CH:5]=[CH:4][N:3]=1.C(N1CCOCC1)C.O.ON1C2C=CC=CC=2N=N1.Cl.C(N=C=NCCCN(C)C)C.[Cl:49][C:50]1[CH:55]=[C:54]([Cl:56])[CH:53]=[CH:52][C:51]=1[CH2:57][NH2:58]>ClCCl>[Cl:49][C:50]1[CH:55]=[C:54]([Cl:56])[CH:53]=[CH:52][C:51]=1[CH2:57][NH:58][C:13]([CH:11]1[CH2:12][N:8]([C:6]2[CH:5]=[CH:4][N:3]=[C:2]([F:1])[CH:7]=2)[C:9](=[O:17])[N:10]1[CH3:16])=[O:15] |f:2.3,4.5|. Procedure: A solution of 1-(2-fluoro-4-pyridinyl)-3-methyl-2-oxo-4-imidazolidinecarboxylic acid (200 mg, 0.521 mmol) and N-ethyl morpholine (0.400 ml, 3.13 mmol) in dichloromethane (10 ml) was treated with 1-hydroxybenzotriazole hydrate (80 mg, 0.521 mmol) and 1-ethyl-3-(3-dimethylaminopropyl)carbodiimide hydrochloride (100 mg, 0.521 mmol) and the reaction mixture was stirred at room temperature for 10 minutes. [(2,4-Dichlorophenyl)methyl]amine (0.084 ml, 0.521 mmol) was then added and the reaction stirred... Reactants: C(CC)#N (Propionitrile), ClC1=NC=C(C=C1Cl)C(F)(F)F (2,3-dichloro-5-trifluoromethylpyridine), [C-]#N.[Na+] (sodium cyanide). Reagents/catalysts: CN(C1=CC=NC=C1)C (4-dimethylaminopyridine). Run in O (water), O (water). Run at temperature 15 celsius, time 5 hour. Product: ClC=1C(=NC=C(C1)C(F)(F)F)C#N (3-chloro-2-cyano-5-trifluoromethylpyridine). Yield: 73.0%. RXN SMILES: [C:1](#[N:4])CC.Cl[C:6]1[C:11]([Cl:12])=[CH:10][C:9]([C:13]([F:16])([F:15])[F:14])=[CH:8][N:7]=1.[C-]#N.[Na+]>CN(C)C1C=CN=CC=1.O>[Cl:12][C:11]1[C:6]([C:1]#[N:4])=[N:7][CH:8]=[C:9]([C:13]([F:16])([F:15])[F:14])[CH:10]=1 |f:2.3|. Procedure details: Propionitrile (656 ml), 2,3-dichloro-5-trifluoromethylpyridine (87.5 g) and 4-dimethylaminopyridine (52 g) were heated at reflux for 5 hours under nitrogen. The mixture was cooled and a solution of sodium cyanide (30 g) in water (110 ml) added at 15° C. After stirring at 15° C. for 5 hours the reaction was complete and water (250 ml) added to dissolve the inorganic salts. The organic phase was washed with water followed by extraction with 2N HCl to remove 4-dimethylaminopyridine. Propionitrile w... Starting materials: FC1=C(C=C2CCC(N(C2=C1)C)=O)B1OC(C(O1)(C)C)(C)C (7-fluoro-1-methyl-6-(4,4,5,5-tetramethyl-[1,3,2]dioxaborolan-2-yl)-3,4-dihydro-1H-quinolin-2-one), C1(=CC=CC=C1)P(=O)(C1=CC=CC=C1)N=[N+]=[N-] (diphenylphosphoryl azide), C[Si]([O-])(C)C.[Na+] (sodium trimethylsilanolate), BrC=1C=C(C=NC1)C1(CC1)C(=O)[O-].[K+] (potassium 1-(5-bromopyridin-3-yl)cyclopropanecarboxylate). Yields the product NC1(CC1)C=1C=C(C=NC1)C=1C=C2CCC(N(C2=CC1F)C)=O (6-[5-(1-Amino-cyclopropyl)-pyridin-3-yl]-7-fluoro-1-methyl-3,4-dihydro-1H-quinolin-2-one). As a reaction SMILES: Br[C:2]1[CH:3]=[C:4]([C:8]2(C([O-])=O)[CH2:10][CH2:9]2)[CH:5]=[N:6][CH:7]=1.[K+].[F:15][C:16]1[CH:25]=[C:24]2[C:19]([CH2:20][CH2:21][C:22](=[O:27])[N:23]2[CH3:26])=[CH:18][C:17]=1B1OC(C)(C)C(C)(C)O1.C1(P([N:51]=[N+]=[N-])(C2C=CC=CC=2)=O)C=CC=CC=1.C[Si](C)(C)[O-].[Na+]>>[NH2:51][C:8]1([C:4]2[CH:3]=[C:2]([C:17]3[CH:18]=[C:19]4[C:24](=[CH:25][C:16]=3[F:15])[N:23]([CH3:26])[C:22](=[O:27])[CH2:21][CH2:20]4)[CH:7]=[N:6][CH:5]=2)[CH2:9][CH2:10]1 |f:0.1,4.5|. Procedure details: In analogy to the procedures described for the preparation of example 59, potassium 1-(5-bromopyridin-3-yl)cyclopropanecarboxylate (example 59 [B]) has been reacted with 7-fluoro-1-methyl-6-(4,4,5,5-tetramethyl-[1,3,2]dioxaborolan-2-yl)-3,4-dihydro-1H-quinolin-2-one (intermediate A-22) and subsequently with diphenylphosphoryl azide and sodium trimethylsilanolate to give the title compound as a light yellow oil. MS: 312.5 (M+H+). The reactants are CS(=O)(=O)O, CC(C)=O, CC1(C)Cc2c(c(C(=O)Nc3ccc(C(F)(F)F)cn3)cc3nc(Nc4c(Cl)cccc4Cl)[nH]c23)O1. The product is CS(=O)(=O)O, CC1(C)Cc2c(c(C(=O)Nc3ccc(C(F)(F)F)cn3)cc3nc(Nc4c(Cl)cccc4Cl)[nH]c23)O1. Reaction SMILES: [CH3:37][S:38]([OH:39])(=[O:40])=[O:41].[CH3:42][C:43](=[O:44])[CH3:45].[Cl:1][c:2]1[c:3]([NH:9][c:10]2[nH:11][c:12]3[c:13]([n:14]2)[cH:15][c:16]([C:24](=[O:25])[NH:26][c:27]2[n:28][cH:29][c:30]([C:33]([F:34])([F:35])[F:36])[cH:31][cH:32]2)[c:17]2[c:18]3[CH2:19][C:20]([CH3:22])([CH3:23])[O:21]2)[c:4]([Cl:8])[cH:5][cH:6][cH:7]1>>[CH3:37][S:38](=[O:39])(=[O:40])[OH:41].[Cl:1][c:2]1[c:3]([NH:9][c:10]2[nH:11][c:12]3[c:13]([n:14]2)[cH:15][c:16]([C:24](=[O:25])[NH:26][c:27]2[n:28][cH:29][c:30]([C:33]([F:34])([F:35])[F:36])[cH:31][cH:32]2)[c:17]2[c:18]3[CH2:19][C:20]([CH3:22])([CH3:23])[O:21]2)[c:4]([Cl:8])[cH:5][cH:6][cH:7]1. Starting materials: COC1CCN(C(=O)OC(C)(C)C)C1C(N)=O, CO, Cl. Product: Cl, COC1CCNC1C(N)=O. As a reaction SMILES: [C:1]([O:2][C:3](=[O:4])[N:8]1[CH:9]([C:15]([NH2:16])=[O:17])[CH:10]([O:13][CH3:14])[CH2:11][CH2:12]1)([CH3:5])([CH3:6])[CH3:7].[CH3:18][OH:19].[ClH:20]>>[ClH:20].[NH:8]1[CH:9]([C:15]([NH2:16])=[O:17])[CH:10]([O:13][CH3:14])[CH2:11][CH2:12]1. Starting materials: BrC1=C(C=CC=C1)S(=O)(=O)Cl (2-bromobenzenesulfonyl chloride), C(C)(C)(C)N (tert-butylamine), Cl (HCl). Solvent: C(Cl)Cl (methylene chloride). Run at time 1 hour. Product: C(C)(C)(C)NS(=O)(=O)C1=C(C=CC=C1)Br (N-tert-butyl-2-bromobenzenesulfonamide). Yield: 68.2%. Reaction SMILES: [Br:1][C:2]1[CH:7]=[CH:6][CH:5]=[CH:4][C:3]=1[S:8](Cl)(=[O:10])=[O:9].[C:12]([NH2:16])([CH3:15])([CH3:14])[CH3:13].Cl>C(Cl)Cl>[C:12]([NH:16][S:8]([C:3]1[CH:4]=[CH:5][CH:6]=[CH:7][C:2]=1[Br:1])(=[O:10])=[O:9])([CH3:15])([CH3:14])[CH3:13]. Reported procedure: To a solution of 4.0 g (16 mmol) 2-bromobenzenesulfonyl chloride in 75 mL methylene chloride at 0° C. was added 3.7 mL (35 mmol) tert-butylamine. The mixture was allowed to warm to RT and stir for 1 hour. The mixture was poured into aqueous 5% HCl and extracted three times with ether. The combined organic material was dried over MgSO4, was stripped of solvent in vacuo, then was recrystallized from hexane/acetone to give 3.19 g (70% yield) of the title compound. Rf 0.17 in 10% EtOAc/hexane, visua... The reactants are CN1Cc2c(Cl)cc(Cl)cc2C(c2cccc(Br)c2)C1, O=C([O-])[O-], CS(C)=O, [Cu]I, [K+], [K+], [N-]=[N+]=NCCOCCOCCOCCN, O=C(O)C1CCCN1, O. The product is CN1Cc2c(Cl)cc(Cl)cc2C(c2cccc(NCCOCCOCCOCCN=[N+]=[N-])c2)C1. As a reaction SMILES: [Br:1][c:2]1[cH:3][c:4]([CH:8]2[CH2:9][N:10]([CH3:20])[CH2:11][c:12]3[c:13]([Cl:19])[cH:14][c:15]([Cl:18])[cH:16][c:17]32)[cH:5][cH:6][cH:7]1.[C:44](=[O:45])([O-:46])[O-:47].[CH3:50][S:51]([CH3:52])=[O:53].[Cu:55][I:56].[K+:48].[K+:49].[N:21](=[N+:22]=[N-:23])[CH2:24][CH2:25][O:26][CH2:27][CH2:28][O:29][CH2:30][CH2:31][O:32][CH2:33][CH2:34][NH2:35].[NH:36]1[CH2:37][CH2:38][CH2:39][CH:40]1[C:41]([OH:42])=[O:43].[OH2:54]>>[c:2]1([NH:35][CH2:34][CH2:33][O:32][CH2:31][CH2:30][O:29][CH2:28][CH2:27][O:26][CH2:25][CH2:24][N:21]=[N+:22]=[N-:23])[cH:3][c:4]([CH:8]2[CH2:9][N:10]([CH3:20])[CH2:11][c:12]3[c:13]([Cl:19])[cH:14][c:15]([Cl:18])[cH:16][c:17]32)[cH:5][cH:6][cH:7]1.